From a dataset of the Open Reaction Database (ORD), a public repository of structured organic reaction records. describe an organic reaction: reactants, conditions, products, and yield The yield is 98.1%. Solvent: CN(C=O)C (N,N-dimethylformamide), C(C)N(CC)CC (triethylamine). Conditions: time 1 hour. Procedure details: A mixture of 7-methylimidazo[1,2-a]pyridine-2-carboxylic acid (10.56 g), 1-hydroxybenzotriazole (8.1 g), 1-ethyl-3-(3-dimethylaminopropyl)carbodiimide hydrochloride (11.46 g) and N,N-dimethylformamide (360 ml) was stirred for 1 hour at ambient temperature. 1-(3-Formyl-4-nitrophenyl)piperazine hydrochloride (16.2 g) and triethylamine (9.1 g) were added thereto and the mixture was stirred for 1 hour. The resulting precipitates were collected, washed with ethyl acetate (100 ml×2) and water (100 ml×... RXN SMILES: [CH3:1][C:2]1[CH:7]=[CH:6][N:5]2[CH:8]=[C:9]([C:11]([OH:13])=O)[N:10]=[C:4]2[CH:3]=1.ON1C2C=CC=CC=2N=N1.Cl.C(N=C=NCCCN(C)C)C.Cl.[CH:37]([C:39]1[CH:40]=[C:41]([N:48]2[CH2:53][CH2:52][NH:51][CH2:50][CH2:49]2)[CH:42]=[CH:43][C:44]=1[N+:45]([O-:47])=[O:46])=[O:38]>C(N(CC)CC)C.CN(C)C=O>[CH:37]([C:39]1[CH:40]=[C:41]([N:48]2[CH2:53][CH2:52][N:51]([C:11]([C:9]3[N:10]=[C:4]4[CH:3]=[C:2]([CH3:1])[CH:7]=[CH:6][N:5]4[CH:8]=3)=[O:13])[CH2:50][CH2:49]2)[CH:42]=[CH:43][C:44]=1[N+:45]([O-:47])=[O:46])=[O:38] |f:2.3,4.5|. Starting materials: CC1=CC=2N(C=C1)C=C(N2)C(=O)O (7-methylimidazo[1,2-a]pyridine-2-carboxylic acid), ON1N=NC2=C1C=CC=C2 (1-hydroxybenzotriazole), Cl.C(C)N=C=NCCCN(C)C (1-ethyl-3-(3-dimethylaminopropyl)carbodiimide hydrochloride), Cl.C(=O)C=1C=C(C=CC1[N+](=O)[O-])N1CCNCC1 (1-(3-Formyl-4-nitrophenyl)piperazine hydrochloride). Product: C(=O)C=1C=C(C=CC1[N+](=O)[O-])N1CCN(CC1)C(=O)C=1N=C2N(C=CC(=C2)C)C1 (1-(3-formyl-4-nitrophenyl)-4-(7-methylimidazo[1,2-a]pyridine-2-carbonyl)piperazine).